From a dataset of the Open Reaction Database (ORD), a public repository of structured organic reaction records. describe an organic reaction: reactants, conditions, products, and yield Starting materials: FC=1C(=NC=CC1)N1N=C(C(=C1)C=O)C(=O)OCC (ethyl 1-(3-fluoro-2-pyridyl)-4-formyl-pyrazole-3-carboxylate), ClC1=CC2=C(S1)C1(CCNCC1)OCC2(F)F (2-chloro-4,4-difluoro-spiro[5H-thieno[2,3-c]pyran-7,4′-piperidine]), C([O-])(O)=O.[Na+] (Sodium bicarbonate), C(C)(=O)O[BH-](OC(C)=O)OC(C)=O.[Na+] (sodium triacetoxyborohydride). Solvent: ClCCCl (1,2-dichloroethane). Run at time 10 minute. Yields the product ClC1=CC2=C(S1)C1(CCN(CC1)CC=1C(=NN(C1)C1=NC=CC=C1F)C(=O)OCC)OCC2(F)F (ethyl 4-[(2-chloro-4,4-difluoro-spiro[5H-thieno[2,3-c]pyran-7,4′-piperidine]-1′-yl)methyl]-1-(3-fluoro-2-pyridyl)pyrazole-3-carboxylate). Yield: 85.4%. As a reaction SMILES: [F:1][C:2]1[C:3]([N:8]2[CH:12]=[C:11]([CH:13]=O)[C:10]([C:15]([O:17][CH2:18][CH3:19])=[O:16])=[N:9]2)=[N:4][CH:5]=[CH:6][CH:7]=1.[Cl:20][C:21]1[S:25][C:24]2[C:26]3([O:32][CH2:33][C:34]([F:36])([F:35])[C:23]=2[CH:22]=1)[CH2:31][CH2:30][NH:29][CH2:28][CH2:27]3.C(O[BH-](OC(=O)C)OC(=O)C)(=O)C.[Na+].C(=O)(O)[O-].[Na+]>ClCCCl>[Cl:20][C:21]1[S:25][C:24]2[C:26]3([O:32][CH2:33][C:34]([F:35])([F:36])[C:23]=2[CH:22]=1)[CH2:27][CH2:28][N:29]([CH2:13][C:11]1[C:10]([C:15]([O:17][CH2:18][CH3:19])=[O:16])=[N:9][N:8]([C:3]2[C:2]([F:1])=[CH:7][CH:6]=[CH:5][N:4]=2)[CH:12]=1)[CH2:30][CH2:31]3 |f:2.3,4.5|. Procedure details: To a solution of ethyl 1-(3-fluoro-2-pyridyl)-4-formyl-pyrazole-3-carboxylate (342.5 mg) in 1,2-dichloroethane (6.7 mL), 2-chloro-4,4-difluoro-spiro[5H-thieno[2,3-c]pyran-7,4′-piperidine] (280 mg, 1 mmol) is added. The mixture is stirred for 10 min. Then, sodium triacetoxyborohydride (442 mg) is added and the mixture is stirred overnight at room temperature. Sodium bicarbonate (saturated aqueous solution) is added and the organic phase extracted with dichloromethane, dried over magnesium sulfate... The reactants are COC(C1=C(C(=NC=C1)Cl)C)=O (2-chloro-3-methylisonicotinic acid methyl ester), C1(=CC=CC=C1)P(C1=CC=CC=2C(C3=CC=CC(=C3OC12)P(C1=CC=CC=C1)C1=CC=CC=C1)(C)C)C1=CC=CC=C1 (4,5-bis(diphenylphosphino)-9,9-dimethylxanthene), C([O-])([O-])=O.[Cs+].[Cs+] (cesium carbonate), C(C1=CC=CC=C1)(C1=CC=CC=C1)=N (benzophenoneimine), C([O-])(O)=O.[Na+] (sodium bicarbonate). The reagents and catalysts are C=1C=CC(=CC1)/C=C/C(=O)/C=C/C2=CC=CC=C2.C=1C=CC(=CC1)/C=C/C(=O)/C=C/C2=CC=CC=C2.[Pd] (bis(dibenzylideneacetone)palladium). The solvent is C1(=CC=CC=C1)C (toluene), O1CCOCC1 (1,4-dioxane), O (water). Reaction conditions: temperature 80 celsius, time 8 hour. Yields the product COC(C1=C(C(=NC=C1)N)C)=O (2-amino-3-methylisonicotinic acid methyl ester). As a reaction SMILES: [CH3:1][O:2][C:3](=[O:12])[C:4]1[CH:9]=[CH:8][N:7]=[C:6](Cl)[C:5]=1[CH3:11].C1(P(C2C=CC=CC=2)C2C3OC4C(=CC=CC=4P(C4C=CC=CC=4)C4C=CC=CC=4)C(C)(C)C=3C=CC=2)C=CC=CC=1.C(=O)([O-])[O-].[Cs+].[Cs+].C(=[NH:74])(C1C=CC=CC=1)C1C=CC=CC=1.C(=O)(O)[O-].[Na+]>C1C=CC(/C=C/C(/C=C/C2C=CC=CC=2)=O)=CC=1.C1C=CC(/C=C/C(/C=C/C2C=CC=CC=2)=O)=CC=1.[Pd].O.C1(C)C=CC=CC=1.O1CCOCC1>[CH3:1][O:2][C:3](=[O:12])[C:4]1[CH:9]=[CH:8][N:7]=[C:6]([NH2:74])[C:5]=1[CH3:11] |f:2.3.4,6.7,8.9.10|. Procedure: The mixture of 520 mg of 2-chloro-3-methylisonicotinic acid methyl ester [48-1], 161 mg of bis(dibenzylideneacetone)palladium, 324 mg of 4,5-bis(diphenylphosphino)-9,9-dimethylxanthene, 1.28 g of cesium carbonate, 564 μL of benzophenoneimine, 5 mL of 1,4-dioxane, and 5 mL of toluene, was stirred overnight at 80° C. After cooling the reaction mixture back to room temperature, water and a saturated aqueous solution of sodium bicarbonate were added, and extracted with ethyl acetate. The organic lay... Starting materials: C(=O)(N1C=NC=C1)N1C=NC=C1 (1,1′-Carbonyldiimidazole), N1(CCCCC1)CCN (2-(1-piperidyl) ethylamine), CCOCC (Ether), Cl.OCCNCCC1CCCCC1 (N-(2-Hydroxyethyl)-2-cyclohexylethylamine hydrochloride). Run in O1CCCC1 (tetrahydrofuran). Conditions: time 20 minute. Product: C1(CCCCC1)CCN(C(=O)NCCN1CCCCC1)CCO (1-(2-Cyclohexylethyl)-1-(2-hydroxyethyl)-3-[2-(1-piperidyl)ethyl]-urea). Reaction SMILES: [C:1]([N:8]1[CH:12]=[CH:11][N:10]=[CH:9]1)(N1C=CN=C1)=[O:2].Cl.[OH:14][CH2:15][CH2:16][NH:17][CH2:18][CH2:19][CH:20]1[CH2:25][CH2:24][CH2:23][CH2:22][CH2:21]1.CCOCC.N1(CCN)C[CH2:35][CH2:34][CH2:33][CH2:32]1>O1CCCC1>[CH:20]1([CH2:19][CH2:18][N:17]([CH2:16][CH2:15][OH:14])[C:1]([NH:8][CH2:12][CH2:11][N:10]2[CH2:9][CH2:35][CH2:34][CH2:33][CH2:32]2)=[O:2])[CH2:25][CH2:24][CH2:23][CH2:22][CH2:21]1 |f:1.2|. Procedure details: 1,1′-Carbonyldiimidazole (740 mg) was dissolved in a solution of 2-(1-piperidyl) ethylamine (0.50 ml) in anhydrous tetrahydrofuran (18 ml) under the nitrogen gas atmosphere and then the mixture was stirred at room temperature for 20 minutes. N-(2-Hydroxyethyl)-2-cyclohexylethylamine hydrochloride (875 mg) was added to the reaction solution and the mixture was refluxed with heating for 3 hours. Ether was added to the reaction solution with ice cooling, the resulting mixture was washed with satura... The reactants are ClCCl, CC[N+](CC)(CC)CC, CC(C)CN(SN(C)C(=O)F)P1(=S)Oc2ccccc2O1, CSC(C)=NO, [Cl-], [Na+], [OH-], O. Product: CSC(C)=NOC(=O)N(C)SN(CC(C)C)P1(=S)Oc2ccccc2O1. RXN SMILES: [CH2:30]([Cl:31])[Cl:32].[CH2:34]([N+:35]([CH2:36][CH3:37])([CH2:38][CH3:39])[CH2:40][CH3:41])[CH3:42].[CH3:1][N:2]([C:3](=[O:4])[F:5])[S:6][N:7]([P:8]1(=[S:17])[O:9][c:10]2[c:11]([cH:13][cH:14][cH:15][cH:16]2)[O:12]1)[CH2:18][CH:19]([CH3:20])[CH3:21].[CH3:22][S:23][C:24]([CH3:25])=[N:26][OH:27].[Cl-:33].[Na+:29].[OH-:28].[OH2:43]>>[CH3:1][N:2]([C:3](=[O:4])[O:27][N:26]=[C:24]([S:23][CH3:22])[CH3:25])[S:6][N:7]([P:8]1(=[S:17])[O:9][c:10]2[c:11]([cH:13][cH:14][cH:15][cH:16]2)[O:12]1)[CH2:18][CH:19]([CH3:20])[CH3:21]. Reactants: COc1ccc(I)cc1, Sc1ccccc1. As a reaction SMILES: [I:1][c:2]1[cH:3][cH:4][c:5]([O:8][CH3:9])[cH:6][cH:7]1.[SH:10][c:11]1[cH:12][cH:13][cH:14][cH:15][cH:16]1>>[c:2]1([S:10][c:11]2[cH:12][cH:13][cH:14][cH:15][cH:16]2)[cH:3][cH:4][c:5]([O:8][CH3:9])[cH:6][cH:7]1. The product is COc1ccc(Sc2ccccc2)cc1. The reactants are C(C(C)C)=O (isobutyraldehyde), NCC=1C=C(CN(S(=O)(=O)C2=C(C(=CC(=C2)Cl)Cl)O)CC2=CC=C(C=C2)C2=CC=C(C=C2)F)C=CC1 (N-(3-(Aminomethyl)benzyl)-3,5-dichloro-N-((4′-fluorobiphenyl-4-yl)methyl)-2-hydroxybenzenesulfonamide), [BH4-].[Na+] (NaBH4). The solvent is CO (methanol). Run at temperature 0 celsius, time 10 minute. Yields the product ClC=1C(=C(C=C(C1)Cl)S(=O)(=O)N(CC1=CC(=CC=C1)CNCC(C)C)CC1=CC=C(C=C1)C1=CC=C(C=C1)F)O (3,5-Dichloro-N-((4′-fluorobiphenyl-4-yl)methyl)-2-hydroxy-N-(3-((isobutyl amino)methyl)benzyl)benzene sulfonamide). Isolated yield 92.4%. Reaction SMILES: [NH2:1][CH2:2][C:3]1[CH:4]=[C:5]([CH:34]=[CH:35][CH:36]=1)[CH2:6][N:7]([CH2:20][C:21]1[CH:26]=[CH:25][C:24]([C:27]2[CH:32]=[CH:31][C:30]([F:33])=[CH:29][CH:28]=2)=[CH:23][CH:22]=1)[S:8]([C:11]1[CH:16]=[C:15]([Cl:17])[CH:14]=[C:13]([Cl:18])[C:12]=1[OH:19])(=[O:10])=[O:9].[CH:37](=O)[CH:38]([CH3:40])[CH3:39].[BH4-].[Na+]>CO>[Cl:18][C:13]1[C:12]([OH:19])=[C:11]([S:8]([N:7]([CH2:20][C:21]2[CH:26]=[CH:25][C:24]([C:27]3[CH:32]=[CH:31][C:30]([F:33])=[CH:29][CH:28]=3)=[CH:23][CH:22]=2)[CH2:6][C:5]2[CH:34]=[CH:35][CH:36]=[C:3]([CH2:2][NH:1][CH2:37][CH:38]([CH3:40])[CH3:39])[CH:4]=2)(=[O:10])=[O:9])[CH:16]=[C:15]([Cl:17])[CH:14]=1 |f:2.3|. Procedure details: N-(3-(Aminomethyl)benzyl)-3,5-dichloro-N-((4′-fluorobiphenyl-4-yl)methyl)-2-hydroxybenzenesulfonamide (1.0 g, 1.8 mmol, 1.0 eq) was dissolved in dry methanol. The solution was stirred for 10 minutes and treated with isobutyraldehyde (145 mg, 2 mmol, 1.1 eq). The resulting mixture was stirred for 10 minutes at ambient temperature, refluxed for 3 h, cooled to 0° C. and treated with NaBH4 (210 mg, 5.5 mmol, 3 eq). The mixture was stirred for 30 min at 0° C., quenched by the addition of 10% aq. NaHC... Yields the product C(C)(C)(C)C=1C=C(C(=O)NC2=C(C=CC=C2)NC(OC2=CC=CC=C2)=O)C=C(C1O)C(C)(C)C (phenyl N-[2-(3,5-di-t-butyl-4-hydroxybenzoylamino)phenyl]carbamate). The solvent is ClCCl (dichloromethane), ClCCl (dichloromethane). Reported procedure: N-(2-aminophenyl)-3,5-di-t-butyl-4-hydroxybenzamide (0.85 g) and diisopropylamine (0.39 ml) were suspended in dichloromethane (20 ml) and a solution of phenyl chloroformate (16.8 g) in dichloromethane (30 ml) was added dropwise under ice-cooling. After stirring the mixture overnight, the reaction solution was washed with water, saturated saline, dried over anhydrous MgSO4 and the solvent was distilled off. Purification of the residue by a silica gel column chromatography (chloroform:ethyl acetat... RXN SMILES: [NH2:1][C:2]1[CH:7]=[CH:6][CH:5]=[CH:4][C:3]=1[NH:8][C:9](=[O:25])[C:10]1[CH:15]=[C:14]([C:16]([CH3:19])([CH3:18])[CH3:17])[C:13]([OH:20])=[C:12]([C:21]([CH3:24])([CH3:23])[CH3:22])[CH:11]=1.C(NC(C)C)(C)C.Cl[C:34]([O:36][C:37]1[CH:42]=[CH:41][CH:40]=[CH:39][CH:38]=1)=[O:35]>ClCCl>[C:21]([C:12]1[CH:11]=[C:10]([CH:15]=[C:14]([C:16]([CH3:18])([CH3:19])[CH3:17])[C:13]=1[OH:20])[C:9]([NH:8][C:3]1[CH:4]=[CH:5][CH:6]=[CH:7][C:2]=1[NH:1][C:34](=[O:35])[O:36][C:37]1[CH:42]=[CH:41][CH:40]=[CH:39][CH:38]=1)=[O:25])([CH3:24])([CH3:23])[CH3:22]. The reactants are NC1=C(C=CC=C1)NC(C1=CC(=C(C(=C1)C(C)(C)C)O)C(C)(C)C)=O (N-(2-aminophenyl)-3,5-di-t-butyl-4-hydroxybenzamide), C(C)(C)NC(C)C (diisopropylamine), ClC(=O)OC1=CC=CC=C1 (phenyl chloroformate). Conditions: time 8 hour. Yield: 1095.8%.